describe an organic reaction: reactants, conditions, products, and yield From a dataset of the Open Reaction Database (ORD), a public repository of structured organic reaction records. As a reaction SMILES: [Br:1][c:2]1[c:3]([NH:11][NH2:12])[cH:4][cH:5][c:6]([N+:8](=[O:9])[O-:10])[cH:7]1.[C:22]([C:23]([CH3:24])([CH3:25])[CH3:26])(=[O:27])[Cl:28].[CH2:13]([N:14]([CH:15]([CH3:16])[CH3:17])[CH:18]([CH3:19])[CH3:20])[CH3:21].[O:29]1[CH2:30][CH2:31][CH2:32][CH2:33]1>>[Br:1][c:2]1[c:3]([NH:11][NH:12][C:22]([C:23]([CH3:24])([CH3:25])[CH3:26])=[O:27])[cH:4][cH:5][c:6]([N+:8](=[O:9])[O-:10])[cH:7]1. Reactants: NNc1ccc([N+](=O)[O-])cc1Br, CC(C)(C)C(=O)Cl, CCN(C(C)C)C(C)C, C1CCOC1. Yields the product CC(C)(C)C(=O)NNc1ccc([N+](=O)[O-])cc1Br. Starting materials: FC(F)CBr, COc1ccc(C(=O)NCc2cccc(C(=O)Nc3ccc4c(c3)CNCC4)c2)cc1OC, [K+], [K+], O=C([O-])[O-], CN(C)C=O. Product: COc1ccc(C(=O)NCc2cccc(C(=O)Nc3ccc4c(c3)CN(CC(F)F)CC4)c2)cc1OC. Reaction SMILES: [Br:34][CH2:35][CH:36]([F:37])[F:38].[CH3:1][O:2][c:3]1[cH:4][c:5]([C:6](=[O:7])[NH:8][CH2:9][c:10]2[cH:11][c:12]([C:16]([NH:17][c:18]3[cH:19][cH:20][c:21]4[c:26]([cH:27]3)[CH2:25][NH:24][CH2:23][CH2:22]4)=[O:28])[cH:13][cH:14][cH:15]2)[cH:29][cH:30][c:31]1[O:32][CH3:33].[K+:39].[K+:40].[O-:41][C:42]([O-:43])=[O:44].[O:45]=[CH:46][N:47]([CH3:48])[CH3:49]>>[CH3:1][O:2][c:3]1[cH:4][c:5]([C:6](=[O:7])[NH:8][CH2:9][c:10]2[cH:11][c:12]([C:16]([NH:17][c:18]3[cH:19][cH:20][c:21]4[c:26]([cH:27]3)[CH2:25][N:24]([CH2:35][CH:36]([F:37])[F:38])[CH2:23][CH2:22]4)=[O:28])[cH:13][cH:14][cH:15]2)[cH:29][cH:30][c:31]1[O:32][CH3:33]. Starting materials: CC1(CC2=C(C(N1)=O)SC(=N2)N2CCOC1=C2C=C(C=C1)O)C (6,6-Dimethyl-2-(6-hydroxy-2,3-dihydrobenzo[1,4]oxazin-4-yl)-6,7-dihydro-[1,3]thiazolo[5,4-c]pyridin-4(5H)-one), ClC1=NC(=NC(=C1)Cl)C (4,6-dichloro-2-methylpyrimidine), CC(C)([O-])C.[Na+] (sodium tert-butoxide). The solvent is C1CCOC1 (THF). Run at temperature 155 celsius. The product is ClC1=CC(=NC(=N1)C)OC=1C=CC2=C(N(CCO2)C=2SC=3C(NC(CC3N2)(C)C)=O)C1 (2-{6-[(6-Chloro-2-methylpyrimidin-4-yl)oxy]-2,3-dihydro-4H-1,4-benzoxazin-4-yl}-6,6-dimethyl-6,7-dihydro[1,3]thiazolo[5,4-c]pyridin-4(5H)-one). Isolated yield 33.1%. As a reaction SMILES: [CH3:1][C:2]1([CH3:23])[NH:7][C:6](=[O:8])[C:5]2[S:9][C:10]([N:12]3[C:17]4[CH:18]=[C:19]([OH:22])[CH:20]=[CH:21][C:16]=4[O:15][CH2:14][CH2:13]3)=[N:11][C:4]=2[CH2:3]1.[Cl:24][C:25]1[CH:30]=[C:29](Cl)[N:28]=[C:27]([CH3:32])[N:26]=1.CC(C)([O-])C.[Na+]>C1COCC1>[Cl:24][C:25]1[N:26]=[C:27]([CH3:32])[N:28]=[C:29]([O:22][C:19]2[CH:20]=[CH:21][C:16]3[O:15][CH2:14][CH2:13][N:12]([C:10]4[S:9][C:5]5[C:6](=[O:8])[NH:7][C:2]([CH3:23])([CH3:1])[CH2:3][C:4]=5[N:11]=4)[C:17]=3[CH:18]=2)[CH:30]=1 |f:2.3|. Procedure: To a suspension of Example 57 (70 mg, 0.211 mmol) in THF (4 mL) was added 4,6-dichloro-2-methylpyrimidine (86 mg, 0.529 mmol) and sodium tert-butoxide (81 mg, 0.846 mmol). The reaction was heated to 155° C. under microwave irradiation for 30 minutes then cooled to room temperature. The mixture was partitioned between DCM (50 mL) and water (50 mL); the organic phase was washed with brine (50 mL), dried (MgSO4), and concentrated in vacuo. The residue was purified by preparative HPLC (Method 6) to ... The reactants are N(=N\C(=O)OC(C)(C)C)/C(=O)OC(C)(C)C ((E)-di-tert-butyl diazene-1,2-dicarboxylate), C1(CC1)CO (cyclopropylmethanol), N(NC(=O)OC(C)(C)C)C(=O)OC(C)(C)C (di-tert-butyl hydrazine-1,2-dicarboxylate), C1(=CC=CC=C1)P(C1=CC=CC=C1)C1=CC=CC=C1 (triphenylphosphine). The solvent is C1CCOC1 (THF). Reaction conditions: time 8 hour. Yields the product C1(CC1)CN(NC(=O)OC(C)(C)C)C(=O)OC(C)(C)C (di-tert-butyl 1-(cyclopropylmethyl)hydrazine-1,2-dicarboxylate). Isolated yield 354.4%. As a reaction SMILES: [CH:1]1([CH2:4]O)[CH2:3][CH2:2]1.[NH:6]([C:15]([O:17][C:18]([CH3:21])([CH3:20])[CH3:19])=[O:16])[NH:7][C:8]([O:10][C:11]([CH3:14])([CH3:13])[CH3:12])=[O:9].C1(P(C2C=CC=CC=2)C2C=CC=CC=2)C=CC=CC=1.N(/C(OC(C)(C)C)=O)=N\C(OC(C)(C)C)=O>C1COCC1>[CH:1]1([CH2:4][N:6]([C:15]([O:17][C:18]([CH3:21])([CH3:20])[CH3:19])=[O:16])[NH:7][C:8]([O:10][C:11]([CH3:12])([CH3:13])[CH3:14])=[O:9])[CH2:3][CH2:2]1. Procedure details: To a mixture of cyclopropylmethanol (7.15 mL, 90 mmol), di-tert-butyl hydrazine-1,2-dicarboxylate (6.30 g, 27.1 mmol) and triphenylphosphine (28.5 g, 109 mmol) in THF (100 mL) was added (E)-di-tert-butyl diazene-1,2-dicarboxylate (25 g, 109 mmol) in portions at ambient temperature. The reaction mixture was concentrated and allowed to stand overnight. The white solid (PPh3O) precipitated was filtered off and the filtrate was purified by flash chromatography (silica gel, EtOAc in Hexane in 5-25% g...